The task is: describe an organic reaction: reactants, conditions, products, and yield. This data is from the Open Reaction Database (ORD), a public repository of structured organic reaction records. The reactants are ClC(=CC(CCCC)(C)CC)Cl (1,1-dichloro-3-ethyl-3-methyl-1-heptene), C1(=CC=CC=C1)[O-].[Na+] (sodium phenolate). Run in C(Cl)Cl (methylene chloride), CN(C=O)C (dimethylformamide). Yields the product ClC=C(C(CCCC)(C)CC)OC1=CC=CC=C1 (1-chloro-3-ethyl-3-methyl-2-phenoxy-hept-1-ene). Yield: 65.3%. Reaction SMILES: Cl[C:2]([Cl:12])=[CH:3][C:4]([CH2:10][CH3:11])([CH3:9])[CH2:5][CH2:6][CH2:7][CH3:8].[C:13]1([O-:19])[CH:18]=[CH:17][CH:16]=[CH:15][CH:14]=1.[Na+]>CN(C)C=O.C(Cl)Cl>[Cl:12][CH:2]=[C:3]([O:19][C:13]1[CH:18]=[CH:17][CH:16]=[CH:15][CH:14]=1)[C:4]([CH2:10][CH3:11])([CH3:9])[CH2:5][CH2:6][CH2:7][CH3:8] |f:1.2|. Procedure: 626 g (3 moles) of 1,1-dichloro-3-ethyl-3-methyl-1-heptene and 696 g (6 moles) of sodium phenolate are heated under reflux in 3 L of dimethylformamide for 16 hours. The mixture is diluted with methylene chloride and extracted by shaking several times with 2 N aqueous sodium hydroxide solution. After drying and evaporating on a rotary evaporator, 666 g of crude product remain. Distillation at boiling point0.1 100°-110° C. gives 523 g (65% of theory) of 1-chloro-3-ethyl-3-methyl-2-phenoxy-hept-1-e...